This data is from the Open Reaction Database (ORD), a public repository of structured organic reaction records. The task is: describe an organic reaction: reactants, conditions, products, and yield Reaction SMILES: C(N1CC(O)C1)(C1C=CC=CC=1)C1C=CC=CC=1.ClC1C=CC(C(O)C2C=CC(Cl)=CC=2)=CC=1.[CH:35]([N:48]1[CH2:51][CH:50]([O:52][CH:53]([C:62]2[CH:67]=[CH:66][C:65]([Cl:68])=[CH:64][CH:63]=2)[C:54]2[CH:59]=[CH:58][C:57]([Cl:60])=[CH:56][C:55]=2Cl)[CH2:49]1)([C:42]1[CH:47]=[CH:46][CH:45]=[CH:44][CH:43]=1)[C:36]1[CH:41]=[CH:40][CH:39]=[CH:38][CH:37]=1>>[CH:35]([N:48]1[CH2:51][CH:50]([O:52][CH:53]([C:62]2[CH:67]=[CH:66][C:65]([Cl:68])=[CH:64][CH:63]=2)[C:54]2[CH:59]=[CH:58][C:57]([Cl:60])=[CH:56][CH:55]=2)[CH2:49]1)([C:42]1[CH:47]=[CH:46][CH:45]=[CH:44][CH:43]=1)[C:36]1[CH:37]=[CH:38][CH:39]=[CH:40][CH:41]=1. The reactants are C(C1=CC=CC=C1)(C1=CC=CC=C1)N1CC(C1)O (1-benzhydryl-3-azetidinol), ClC1=CC=C(C(C2=CC=C(C=C2)Cl)O)C=C1 (4,4′-dichlorobenzhydrol), C(C1=CC=CC=C1)(C1=CC=CC=C1)N1CC(C1)OC(C1=C(C=C(C=C1)Cl)Cl)C1=CC=C(C=C1)Cl (1-benzhydryl-3-(2,4,4′-trichlorobenzhydryloxy)azetidine). Yields the product C(C1=CC=CC=C1)(C1=CC=CC=C1)N1CC(C1)OC(C1=CC=C(C=C1)Cl)C1=CC=C(C=C1)Cl (1-benzhydryl-3-(4,4′-dichlorobenzhydryloxy)azetidine). Procedure: This material was prepared from 1-benzhydryl-3-azetidinol (1) (45.0 mmol) and 4,4′-dichlorobenzhydrol (90.0 mmol) using the procedure described for compound (3) (8.6 g, 40%). Starting materials: CC(C)CC(=O)CN1C(=O)c2ccccc2C1=O, CC(=O)O, Cl, O. Product: CC(C)CC(=O)CN, Cl. RXN SMILES: [CH3:1][CH:2]([CH2:3][C:4]([CH2:5][N:6]1[C:7](=[O:8])[c:9]2[c:10]([cH:11][cH:12][cH:13][cH:14]2)[C:15]1=[O:16])=[O:17])[CH3:18].[CH3:20][C:21](=[O:22])[OH:23].[ClH:19].[OH2:24]>>[CH3:1][CH:2]([CH2:3][C:4]([CH2:5][NH2:6])=[O:17])[CH3:18].[ClH:19]. Reactants: 17.47, ClCCN(C1=CC=C(C=C1)OC)CCCl (N,N-bis(2-chloroethyl)-4-methoxybenzenamine), NC1=CC=C(C=C1)N1C(N(C(C=C1)=O)CC)=O (1-(4-aminophenyl)-3-ethyl-2,4(1H,3H)-pyrimidinedione), C(O)([O-])=O.[Na+] (sodium hydrogen carbonate), C(CCC)O (1-butanol). The solvent is O (water). Reaction conditions: time 24 hour. The product is 10.6, C(C)N1C(N(C=CC1=O)C1=CC=C(C=C1)N1CCN(CC1)C1=CC=C(C=C1)OC)=O (3-ethyl-1-[4-[4-(4-methoxyphenyl)-1-piperazinyl]phenyl]-2,4(1H,3H)-pyrimidinedione). The yield is 37.0%. Reaction SMILES: Cl[CH2:2][CH2:3][N:4]([CH2:13][CH2:14]Cl)[C:5]1[CH:10]=[CH:9][C:8]([O:11][CH3:12])=[CH:7][CH:6]=1.[NH2:16][C:17]1[CH:22]=[CH:21][C:20]([N:23]2[CH:28]=[CH:27][C:26](=[O:29])[N:25]([CH2:30][CH3:31])[C:24]2=[O:32])=[CH:19][CH:18]=1.C(=O)([O-])O.[Na+].C(O)CCC>O>[CH2:30]([N:25]1[C:26](=[O:29])[CH:27]=[CH:28][N:23]([C:20]2[CH:21]=[CH:22][C:17]([N:16]3[CH2:14][CH2:13][N:4]([C:5]4[CH:10]=[CH:9][C:8]([O:11][CH3:12])=[CH:7][CH:6]=4)[CH2:3][CH2:2]3)=[CH:18][CH:19]=2)[C:24]1=[O:32])[CH3:31] |f:2.3|. Procedure details: A mixture of 17.47 parts of N,N-bis(2-chloroethyl)-4-methoxybenzenamine, 16.3 parts of 1-(4-aminophenyl)-3-ethyl-2,4(1H,3H)-pyrimidinedione, 11.83 parts of sodium hydrogen carbonate and 240 parts of 1-butanol was stirred for 24 hours at reflux temperature. After cooling, 150 parts of water were added. The product was filtered off and crystallized from methylbenzene. The product was filtered off and dried in vacuo at 60° C., yielding 10.6 parts (37.0%) of 3-ethyl-1-[4-[4-(4-methoxyphenyl)-1-piper... Reactants: OC1=CC=C(C(=O)N)C=C1 (4-hydroxybenzamide), C(Cl)C1CO1 (epichlorohydrin), C([O-])([O-])=O.[K+].[K+] (potassium carbonate). The solvent is CN(C)C=O (DMF). Run at temperature 70 celsius, time 18 hour. Yields the product O1C(C1)COC1=CC=C(C(=O)N)C=C1 (4-oxiranylmethoxy-benzamide). Yield: 28.4%. Reaction SMILES: [OH:1][C:2]1[CH:10]=[CH:9][C:5]([C:6]([NH2:8])=[O:7])=[CH:4][CH:3]=1.[CH2:11]([CH:13]1[O:15][CH2:14]1)Cl.C(=O)([O-])[O-].[K+].[K+]>CN(C=O)C>[O:15]1[CH2:14][CH:13]1[CH2:11][O:1][C:2]1[CH:10]=[CH:9][C:5]([C:6]([NH2:8])=[O:7])=[CH:4][CH:3]=1 |f:2.3.4|. Procedure: To a sealed tube was added 4-hydroxybenzamide (200 mg, 1.458 mmol), epichlorohydrin (135 mg, 1.458 mmol) and potassium carbonate (403 mg, 2.916 mmol) in 7 mL of dry DMF. The reaction mixture was stirred at 70° C. for 18 h. The reaction mixture was filtered and concentrated. The residue was purified by flash chromatography, eluting with 0-5% 2M NH3 in MeOH/CH2Cl2. The product fractions were collected and concentrated to afford 80 mg of 4-oxiranylmethoxy-benzamide as a white solid. Starting materials: Nc1ccc(-c2csc(NC(=O)C3CCCN3C(=O)OCc3ccccc3)n2)cc1, O=S(=O)(Cl)C1CC1, ClCCl. The product is O=C(Nc1nc(-c2ccc(NS(=O)(=O)C3CC3)cc2)cs1)C1CCCN1C(=O)OCc1ccccc1. Reaction SMILES: [CH2:1]([c:2]1[cH:3][cH:4][cH:5][cH:6][cH:7]1)[O:8][C:9](=[O:10])[N:11]1[CH:12]([C:16]([NH:17][c:18]2[s:19][cH:20][c:21](-[c:23]3[cH:24][cH:25][c:26]([NH2:29])[cH:27][cH:28]3)[n:22]2)=[O:30])[CH2:13][CH2:14][CH2:15]1.[CH:31]1([S:34](=[O:35])(=[O:36])[Cl:37])[CH2:32][CH2:33]1.[Cl:38][CH2:39][Cl:40]>>[CH2:1]([c:2]1[cH:3][cH:4][cH:5][cH:6][cH:7]1)[O:8][C:9](=[O:10])[N:11]1[CH:12]([C:16]([NH:17][c:18]2[s:19][cH:20][c:21](-[c:23]3[cH:24][cH:25][c:26]([NH:29][S:34]([CH:31]4[CH2:32][CH2:33]4)(=[O:35])=[O:36])[cH:27][cH:28]3)[n:22]2)=[O:30])[CH2:13][CH2:14][CH2:15]1. The reactants are COCOc1cc(CC(=O)OC)c(C(=O)c2ccc(OC)cc2)c(OCOC)c1, ClCCl, O=C(OI(OC(=O)C(F)(F)F)c1ccccc1)C(F)(F)F, I, [Na+], [Na+], O, O=S([O-])([O-])=S. The product is COCOc1cc(OCOC)c(C(=O)c2ccc(OC)cc2)c(CC(=O)OC)c1I. RXN SMILES: [CH3:1][O:2][CH2:3][O:4][c:5]1[c:6]([C:20]([c:21]2[cH:22][cH:23][c:24]([O:27][CH3:28])[cH:25][cH:26]2)=[O:29])[c:7]([CH2:15][C:16](=[O:17])[O:18][CH3:19])[cH:8][c:9]([O:11][CH2:12][O:13][CH3:14])[cH:10]1.[Cl:59][CH2:60][Cl:61].[F:31][C:32]([F:33])([F:34])[C:35]([O:37][I:36]([c:38]1[cH:39][cH:40][cH:41][cH:42][cH:43]1)[O:44][C:45](=[O:46])[C:47]([F:48])([F:49])[F:50])=[O:51].[I:30].[Na+:57].[Na+:58].[OH2:62].[S:52]([O-:53])([O-:54])(=[O:55])=[S:56]>>[CH3:1][O:2][CH2:3][O:4][c:5]1[c:6]([C:20]([c:21]2[cH:22][cH:23][c:24]([O:27][CH3:28])[cH:25][cH:26]2)=[O:29])[c:7]([CH2:15][C:16](=[O:17])[O:18][CH3:19])[c:8]([I:36])[c:9]([O:11][CH2:12][O:13][CH3:14])[cH:10]1.